From a dataset of the Open Reaction Database (ORD), a public repository of structured organic reaction records. describe an organic reaction: reactants, conditions, products, and yield Starting materials: CC1CCCCC1N, CCN=C=NCCCN(C)C, Cc1ccc(C(=O)NC2CC2)cc1-n1ncc(C(=O)O)c1N, CN(C)C=O, O, On1nnc2ccccc21. Product: Cc1ccc(C(=O)NC2CC2)cc1-n1ncc(C(=O)NC2CCCCC2C)c1N. RXN SMILES: [CH3:23][CH:24]1[CH:25]([NH2:30])[CH2:26][CH2:27][CH2:28][CH2:29]1.[CH3:31][CH2:32][N:33]=[C:34]=[N:35][CH2:36][CH2:37][CH2:38][N:39]([CH3:40])[CH3:41].[NH2:1][c:2]1[c:3]([C:20](=[O:21])[OH:22])[cH:4][n:5][n:6]1-[c:7]1[c:8]([CH3:19])[cH:9][cH:10][c:11]([C:13]([NH:14][CH:15]2[CH2:16][CH2:17]2)=[O:18])[cH:12]1.[O:52]=[CH:53][N:54]([CH3:55])[CH3:56].[OH2:57].[OH:42][n:43]1[c:44]2[c:45]([cH:46][cH:47][cH:48][cH:49]2)[n:50][n:51]1>>[NH2:1][c:2]1[c:3]([C:20](=[O:22])[NH:30][CH:25]2[CH:24]([CH3:23])[CH2:29][CH2:28][CH2:27][CH2:26]2)[cH:4][n:5][n:6]1-[c:7]1[c:8]([CH3:19])[cH:9][cH:10][c:11]([C:13]([NH:14][CH:15]2[CH2:16][CH2:17]2)=[O:18])[cH:12]1.